From a dataset of the Open Reaction Database (ORD), a public repository of structured organic reaction records. describe an organic reaction: reactants, conditions, products, and yield Starting materials: [I-].CSC=1SC[C@H]2[N+]1CC=1C=CC=CC1C2 ((S)-3-Methylthio-1,5,10,10a-tetrahydrothiazolo[3,4-b]isoquinolinium iodide), NC1=C2C=C(N=CC2=CC=C1)COC (5-amino-3-methoxymethylisoquinoline). Run in N1=CC=CC=C1 (pyridine). Reaction conditions: time 18 hour. Product: COCC=1N=CC2=CC=CC(=C2C1)N=C1SC[C@H]2N1CC=1C=CC=CC1C2 ((S)-3-[(3-Methoxymethylisoquinol-5-yl)imino]-1,5,10,10a-tetrahydrothiazolo[3,4-b]isoquinoline). Yield: 84.1%. As a reaction SMILES: [I-].CS[C:4]1[S:5][CH2:6][C@@H:7]2[CH2:16][C:15]3[CH:14]=[CH:13][CH:12]=[CH:11][C:10]=3[CH2:9][N+:8]=12.[NH2:17][C:18]1[CH:27]=[CH:26][CH:25]=[C:24]2[C:19]=1[CH:20]=[C:21]([CH2:28][O:29][CH3:30])[N:22]=[CH:23]2>N1C=CC=CC=1>[CH3:30][O:29][CH2:28][C:21]1[N:22]=[CH:23][C:24]2[C:19]([CH:20]=1)=[C:18]([N:17]=[C:4]1[N:8]3[CH2:9][C:10]4[CH:11]=[CH:12][CH:13]=[CH:14][C:15]=4[CH2:16][C@H:7]3[CH2:6][S:5]1)[CH:27]=[CH:26][CH:25]=2 |f:0.1|. Procedure: (S)-3-Methylthio-1,5,10,10a-tetrahydrothiazolo[3,4-b]isoquinolinium iodide (13.0 g) is added to a solution of 5-amino-3-methoxymethylisoquinoline (6.8 g) in pyridine (200 cc). After 18 hours at a temperature of about 20° C., the mixture is concentrated to dryness under reduced pressure (25 mm Hg; 3.3 kPa). The residue is dissolved in a mixture of 4 N sodium hydroxide solution (100 cc) and methylene chloride (200 cc). The organic phase is decanted, washed with water (100 cc), dried over magnesium... The yield is 95.8%. The product is C(C)(C)(C)[Si](OCCOC1=C(C=O)C=C(C=C1OC)I)(C)C (2-[2-(tert-butyl-dimethyl-silanyloxy)-ethoxy]-5-iodo-3-methoxy-benzaldehyde). Reactants: IC=1C(=C(C=C(C=O)C1)OC)O (5-iodovanillin), C(=O)([O-])[O-].[K+].[K+] (K2CO3), BrCCO[Si](C)(C)C(C)(C)C ((2-bromo-ethoxy)-tert-butyl-dimethyl-silane). RXN SMILES: [I:1][C:2]1[C:3](O)=[C:4]([O:10][CH3:11])[CH:5]=[C:6]([CH:9]=1)[CH:7]=[O:8].[C:13]([O-:16])([O-])=O.[K+].[K+].BrC[CH2:21][O:22][Si:23]([C:26]([CH3:29])([CH3:28])[CH3:27])([CH3:25])[CH3:24]>CN(C)C=O.C(OCC)(=O)C>[C:26]([Si:23]([CH3:25])([CH3:24])[O:22][CH2:21][CH2:13][O:16][C:5]1[C:4]([O:10][CH3:11])=[CH:3][C:2]([I:1])=[CH:9][C:6]=1[CH:7]=[O:8])([CH3:29])([CH3:28])[CH3:27] |f:1.2.3|. The solvent is CN(C=O)C (N,N-dimethylformamide), C(C)(=O)OCC (ethyl acetate). Reaction conditions: temperature 60 celsius. Procedure details: To a solution of 5-iodovanillin (10 g, 35.9 mmol) (Aldrich) in N,N-dimethylformamide (150 mL) was added anhydrous K2CO3 (14.9 g, 108 mmol), and (2-bromo-ethoxy)-tert-butyl-dimethyl-silane (10.3 g, 43 mmol, Aldrich). The reaction mixture was heated at 60° C. for 18 h. The crude was cooled to room temperature, diluted with ethyl acetate, washed with water, brine. The organic layer was separated, dried over MgSO4, concentrated, and purified by chromatography to give 2-[2-(tert-butyl-dimethyl-silany... Reactants: O=S1(=O)CCCC1, FC(F)(F)c1ccccc1Sc1cnc2ccccc2c1, ICCCCCc1ccccc1. Product: FC(F)(F)c1ccccc1Sc1cc2ccccc2[n+](CCCCCc2ccccc2)c1, [I-]. Reaction SMILES: [CH2:34]1[S:35](=[O:36])(=[O:37])[CH2:38][CH2:39][CH2:40]1.[F:1][C:2]([c:3]1[c:4]([S:9][c:10]2[cH:11][n:12][c:13]3[cH:14][cH:15][cH:16][cH:17][c:18]3[cH:19]2)[cH:5][cH:6][cH:7][cH:8]1)([F:20])[F:21].[I:22][CH2:23][CH2:24][CH2:25][CH2:26][CH2:27][c:28]1[cH:29][cH:30][cH:31][cH:32][cH:33]1>>[F:1][C:2]([c:3]1[c:4]([S:9][c:10]2[cH:11][n+:12]([CH2:23][CH2:24][CH2:25][CH2:26][CH2:27][c:28]3[cH:29][cH:30][cH:31][cH:32][cH:33]3)[c:13]3[cH:14][cH:15][cH:16][cH:17][c:18]3[cH:19]2)[cH:5][cH:6][cH:7][cH:8]1)([F:20])[F:21].[I-:22]. Reactants: CCC(=O)OCC12C(=CCCC1C)CCC1C3CCC(OC(=O)CC)C3(C)CCC12, O=C([O-])O, CO, [Na+], O. Product: CCC(=O)OC1CCC2C3CCC4=CCCC(C)C4(CO)C3CCC12C. RXN SMILES: [C:1]([CH2:2][CH3:3])(=[O:4])[O:5][CH:6]1[C:7]2([CH3:8])[CH:9]([CH2:10][CH2:11]1)[CH:12]1[CH2:13][CH2:14][C:15]3=[CH:16][CH2:17][CH2:18][CH:19]([CH3:30])[C:20]3([CH2:21][O:22][C:23](=[O:24])[CH2:25][CH3:26])[CH:27]1[CH2:28][CH2:29]2.[C:34](=[O:35])([OH:36])[O-:37].[CH3:32][OH:33].[Na+:38].[OH2:31]>>[C:1]([CH2:2][CH3:3])(=[O:4])[O:5][CH:6]1[C:7]2([CH3:8])[CH:9]([CH2:10][CH2:11]1)[CH:12]1[CH2:13][CH2:14][C:15]3=[CH:16][CH2:17][CH2:18][CH:19]([CH3:30])[C:20]3([CH2:21][OH:22])[CH:27]1[CH2:28][CH2:29]2.